This data is from the Open Reaction Database (ORD), a public repository of structured organic reaction records. The task is: describe an organic reaction: reactants, conditions, products, and yield The reactants are B, CCc1cccc2c3c(n(Cc4ccccc4)c12)C(CC)(CC(=O)O)OCC3, C1CCOC1, C1CCOC1. The product is CCc1cccc2c3c(n(Cc4ccccc4)c12)C(CC)(CCO)OCC3. Reaction SMILES: [BH3:34].[CH2:1]([c:2]1[cH:3][cH:4][cH:5][cH:6][cH:7]1)[n:8]1[c:9]2[c:10]([c:11]3[cH:12][cH:13][cH:14][c:15]([CH2:17][CH3:18])[c:16]13)[CH2:19][CH2:20][O:21][C:22]2([CH2:23][CH3:24])[CH2:25][C:26](=[O:27])[OH:28].[O:29]1[CH2:30][CH2:31][CH2:32][CH2:33]1.[O:35]1[CH2:36][CH2:37][CH2:38][CH2:39]1>>[CH2:1]([c:2]1[cH:3][cH:4][cH:5][cH:6][cH:7]1)[n:8]1[c:9]2[c:10]([c:11]3[cH:12][cH:13][cH:14][c:15]([CH2:17][CH3:18])[c:16]13)[CH2:19][CH2:20][O:21][C:22]2([CH2:23][CH3:24])[CH2:25][CH2:26][OH:27]. The solvent is Cl (hydrochloric acid), CS(=O)C (DMSO). The reactants are N1=C(C=CC=C1)CC#N (2-pyridyl acetonitrile), [H-].[Na+] (sodium hydride), ClCCN(C)CCCl (2-Chloro-N-(2-chloroethyl)-N-methylethanamine). Reported procedure: A solution of 2-pyridyl acetonitrile (1.0 g, 8.54 mmol) in DMSO (8 mL) was treated with sodium hydride (1.195 g, 29.88 mmol) portionwise. The resulting brown suspension was stirred at 23° C. for 30 minutes. 2-Chloro-N-(2-chloroethyl)-N-methylethanamine (1.81 g, 9.39 mmol) was then slowly added over 5 minutes, then the suspension was heated at 65° C. overnight. The reaction was then diluted with 1N hydrochloric acid and washed with ethyl acetate (2×). The aqueous phase was basified with 1N sodium... Conditions: temperature 23 celsius, time 30 minute. RXN SMILES: [N:1]1[CH:6]=[CH:5][CH:4]=[CH:3][C:2]=1[CH2:7][C:8]#[N:9].[H-].[Na+].Cl[CH2:13][CH2:14][N:15]([CH2:17][CH2:18]Cl)[CH3:16]>CS(C)=O.Cl>[CH3:16][N:15]1[CH2:17][CH2:18][C:7]([C:2]2[CH:3]=[CH:4][CH:5]=[CH:6][N:1]=2)([C:8]#[N:9])[CH2:13][CH2:14]1 |f:1.2|. Isolated yield 33.9%. Yields the product CN1CCC(CC1)(C#N)C1=NC=CC=C1 (1-methyl-4-(pyridin-2-yl)piperidine-4-carbonitrile). Reactants: N#CBr (cyanogen bromide), C1=CC(=C(C2=C1N=C3NC(=O)CN3C2)Cl)Cl (anagrelide), O.Cl (hydrochloride monohydrate), O.Cl (hydrochloride monohydrate), C(C)N(CC(=O)O)CC1=C(C(=CC=C1N)Cl)Cl (ethyl-N-(6-amino-2,3-dichlorobenzyl)glycine), C(C)N(CC(=O)O)CC1=C(C(=CC=C1N)Cl)Cl (ethyl-N-(6-amino-2,3-dichlorobenzyl)glycine), N#CBr (cyanogen bromide). Solvent: C1(=CC=CC=C1)C (toluene). The product is N=C1NC2=CC=CC=C2C=N1 (iminoquinazoline). As a reaction SMILES: [CH:1]1[C:6]2[N:7]=[C:8]3[N:13]([CH2:14][C:5]=2[C:4](Cl)=[C:3](Cl)[CH:2]=1)CC(=O)[NH:9]3.O.Cl.C(N(CC1C(N)=CC=C(Cl)C=1Cl)CC(O)=O)C.N#CBr>C1(C)C=CC=CC=1>[NH:9]=[C:8]1[N:13]=[CH:14][C:5]2[C:6](=[CH:1][CH:2]=[CH:3][CH:4]=2)[NH:7]1 |f:1.2|. Reported procedure: Commercially, as discussed in U.S. Pat. No. 5,801,245, and as shown in FIG. 1, anagrelide has been prepared as the hydrochloride monohydrate (compound IV) from the intermediate, ethyl-N-(6-amino-2,3-dichlorobenzyl)glycine (compound I) either by reaction with cyanogen bromide in hot alcoholic solution, or, preferentially, by reaction with cyanogen bromide in an aprotic solvent such as toluene to give the iminoquinazoline intermediate (compound II), which is isolated and then reacted with a base i... Reactants: O=C([O-])O, Fc1cccc(F)c1-c1ccncc1, [Na+], O=[N+]([O-])O, O=S(=O)(O)O. Product: O=[N+]([O-])c1ccc(F)c(-c2ccncc2)c1F. As a reaction SMILES: [C:19](=[O:20])([OH:21])[O-:22].[F:5][c:6]1[c:7](-[c:13]2[cH:14][cH:15][n:16][cH:17][cH:18]2)[c:8]([F:12])[cH:9][cH:10][cH:11]1.[Na+:23].[OH:1][N+:2]([O-:3])=[O:4].[S:24](=[O:25])(=[O:26])([OH:27])[OH:28]>>[O-:1][N+:2](=[O:4])[c:9]1[c:8]([F:12])[c:7](-[c:13]2[cH:14][cH:15][n:16][cH:17][cH:18]2)[c:6]([F:5])[cH:11][cH:10]1. Reactants: [N+](=O)([O-])C=1C(=NC=CC1)N (3-nitropyridin-2-amine), I(=O)(=O)(=O)O (periodic acid), II (Iodine). Solvent: C(C)(=O)O (acetic acid), O (water), S(O)(O)(=O)=O (sulfuric acid). Reaction conditions: temperature 90 celsius, time 15 minute. The product is IC=1C=C(C(=NC1)N)[N+](=O)[O-] (5-Iodo-3-nitropyridin-2-amine). Yield: 57.0%. Reaction SMILES: [N+:1]([C:4]1[C:5]([NH2:10])=[N:6][CH:7]=[CH:8][CH:9]=1)([O-:3])=[O:2].[I:11](O)(=O)(=O)=O.II>C(O)(=O)C.O.S(=O)(=O)(O)O>[I:11][C:8]1[CH:9]=[C:4]([N+:1]([O-:3])=[O:2])[C:5]([NH2:10])=[N:6][CH:7]=1. Reported procedure: To a solution of 3-nitropyridin-2-amine (1.2 g, 8.63 mmol) in acetic acid (5 ml), water (1 ml) and sulfuric acid (0.2 ml) was added periodic acid (0.4 g, 1.72 mmol, 0.2 eq.) and the mixture was stirred at 90° C. for 15 min. Iodine (0.87 g, 3.45 mmol, 0.4 eq.) was added portionwise and the mixture was heated at 90° C. for 1 h. The mixture was quenched by the addition of water and extracted with ethylacetate (3×150 ml). The combined organic layer was washed with water, aqueous sodium thiosulfate, ... The reactants are [H][H] (hydrogen), C(C=C)OC1=C(C=C(C=C1)C1OC=2C=C(C=C(C2CC1O)O)O)O (2-(4-Allyloxy-3-hydroxy-phenyl)-chroman-3,5,7-triol). The reagents and catalysts are [Pd] (palladium on carbon). The solvent is C(C)O (ethanol), C(C)O (ethanol). Reaction conditions: time 3 hour. Yields the product OC=1C=C(C=CC1OCCC)C1OC=2C=C(C=C(C2CC1O)O)O (2-(3-Hydroxy-4-propoxy-phenyl)-chroman-3,5,7-triol). RXN SMILES: [H][H].[CH2:3]([O:6][C:7]1[CH:12]=[CH:11][C:10]([CH:13]2[CH:22]([OH:23])[CH2:21][C:20]3[C:19]([OH:24])=[CH:18][C:17]([OH:25])=[CH:16][C:15]=3[O:14]2)=[CH:9][C:8]=1[OH:26])[CH:4]=[CH2:5]>[Pd].C(O)C>[OH:26][C:8]1[CH:9]=[C:10]([CH:13]2[CH:22]([OH:23])[CH2:21][C:20]3[C:19]([OH:24])=[CH:18][C:17]([OH:25])=[CH:16][C:15]=3[O:14]2)[CH:11]=[CH:12][C:7]=1[O:6][CH2:3][CH2:4][CH3:5]. Procedure details: To a suspension of 10% palladium on carbon (5 mg, 10 mol %) in 5 mL ethanol which had been stirred vigorously under 1 atmosphere of hydrogen for 10 minutes then cooled with an ice/methanol bath was added a solution of 2-(4-Allyloxy-3-hydroxy-phenyl)-chroman-3,5,7-triol (50 mg) in 2 mL ethanol. The ice bath was removed and the reaction was stirred for 3 h under 1 atmosphere of hydrogen. The mixture was passed through a 0.22 micron nylon syringe filter and concentrated to a foam which was dissolve...